describe an organic reaction: reactants, conditions, products, and yield From a dataset of the Open Reaction Database (ORD), a public repository of structured organic reaction records. Product: BrC1=CC2=C(SC=C2)C=C1 (5-Bromobenzo[b]thiophene), oil. Reported procedure: 5-Bromobenzo[b]thiophene (Chemical Abstracts number 4923-87-9) was prepared as described in Banfield et al.; J. Chem. Soc.; 1956; 2603-2607, and in Seed, Alexander J.; et al. J. Mater. Chem.; vol10; 2000; 2069-2080. A mixture of phosphoric acid (218 g) and chlorobenzene (2 L) was heated at 130° C. and then treated with the product from Example 165A (107.0 g) over 2 hours using a syringe pump. The mixture was heated at 130° C. for 15 hours. Dean-Stark trap was used at the beginning of the reflux ... The yield is 95.8%. Reaction conditions: temperature 130 celsius. The reactants are P(O)(O)(O)=O (phosphoric acid), BrC1=CC=C(C=C1)SCC(OCC)OCC (1-Bromo-4-[(2,2-diethoxyethyl)thio]benzene). Solvent: ClC1=CC=CC=C1 (chlorobenzene). As a reaction SMILES: P(=O)(O)(O)O.[Br:6][C:7]1[CH:12]=[CH:11][C:10]([S:13][CH2:14][CH:15](OCC)OCC)=[CH:9][CH:8]=1>ClC1C=CC=CC=1>[Br:6][C:7]1[CH:8]=[CH:9][C:10]2[S:13][CH:14]=[CH:15][C:11]=2[CH:12]=1.